Dataset: the Open Reaction Database (ORD), a public repository of structured organic reaction records. Task: describe an organic reaction: reactants, conditions, products, and yield The reactants are BrC=1C=CC(=C(C1)C=1N=NC=CC1)F (3-(5-Bromo-2-fluorophenyl)pyridazine), B1(OCC(CO1)(C)C)B2OCC(CO2)(C)C (bis(neopentyl glycolato)diboron). Product: FC1=C(C=C(C=C1)B(O)O)C=1N=NC=CC1 (4-fluoro-3-(pyridazin-3-yl)phenylboronic acid). Reaction SMILES: Br[C:2]1[CH:3]=[CH:4][C:5]([F:14])=[C:6]([C:8]2[N:9]=[N:10][CH:11]=[CH:12][CH:13]=2)[CH:7]=1.[B:15]1(B2OCC(C)(C)CO2)[O:20]CC(C)(C)C[O:16]1>>[F:14][C:5]1[CH:4]=[CH:3][C:2]([B:15]([OH:20])[OH:16])=[CH:7][C:6]=1[C:8]1[N:9]=[N:10][CH:11]=[CH:12][CH:13]=1. Procedure details: 3-(5-Bromo-2-fluorophenyl)pyridazine (304 mg, 1.20 mmol) was reacted with bis(neopentyl glycolato)diboron (298 mg, 1.32 mmol) using the method of Example 20 to give 4-fluoro-3-(pyridazin-3-yl)phenylboronic acid as a white solid: MS (ES+) m/z 219 [M+H]+. The reactants are O=C(OOC(=O)c1ccccc1)c1ccccc1, ClC(Cl)(Cl)Cl, CCOC(=O)c1onc(CC)c1C, O=C1CCC(=O)N1Br. Product: CCOC(=O)c1onc(CC)c1CBr. RXN SMILES: [C:22]([O:23][O:24][C:25](=[O:26])[c:27]1[cH:28][cH:29][cH:30][cH:31][cH:32]1)(=[O:33])[c:34]1[cH:35][cH:36][cH:37][cH:38][cH:39]1.[C:40]([Cl:41])([Cl:42])([Cl:43])[Cl:44].[CH2:1]([CH3:2])[O:3][C:4](=[O:5])[c:6]1[c:7]([CH3:13])[c:8]([CH2:11][CH3:12])[n:9][o:10]1.[O:14]=[C:15]1[N:16]([Br:21])[C:17](=[O:18])[CH2:19][CH2:20]1>>[CH2:1]([CH3:2])[O:3][C:4](=[O:5])[c:6]1[c:7]([CH2:13][Br:21])[c:8]([CH2:11][CH3:12])[n:9][o:10]1. Starting materials: ClCC(=O)Cl (Chloroacetyl chloride), C1(CCCCC1)C=1C=2C=CC(=CC2N2CC(NC3=C(C21)C=CC=C3)C(=O)OC)C(=O)OC (dimethyl 13-cyclohexyl-6,7-dihydro-5H-indolo[1,2-d][1,4]benzodiazepine-6,10-dicarboxylate). Run in CCOC(=O)C (EtOAc). Reaction conditions: temperature 40 celsius. The product is ClCC(=O)N1C(CN2C(C3=C1C=CC=C3)=C(C=3C=CC(=CC32)C(=O)OC)C3CCCCC3)C(=O)OC (dimethyl 5-(chloroacetyl)-13-cyclohexyl-6,7-dihydro-5H-indolo[1,2-d][1,4]benzodiazepine-6,10-dicarboxylate). RXN SMILES: [Cl:1][CH2:2][C:3](Cl)=[O:4].[CH:6]1([C:12]2[C:13]3[CH:14]=[CH:15][C:16]([C:34]([O:36][CH3:37])=[O:35])=[CH:17][C:18]=3[N:19]3[C:25]=2[C:24]2[CH:26]=[CH:27][CH:28]=[CH:29][C:23]=2[NH:22][CH:21]([C:30]([O:32][CH3:33])=[O:31])[CH2:20]3)[CH2:11][CH2:10][CH2:9][CH2:8][CH2:7]1>CCOC(C)=O>[Cl:1][CH2:2][C:3]([N:22]1[C:23]2[CH:29]=[CH:28][CH:27]=[CH:26][C:24]=2[C:25]2=[C:12]([CH:6]3[CH2:11][CH2:10][CH2:9][CH2:8][CH2:7]3)[C:13]3[CH:14]=[CH:15][C:16]([C:34]([O:36][CH3:37])=[O:35])=[CH:17][C:18]=3[N:19]2[CH2:20][CH:21]1[C:30]([O:32][CH3:33])=[O:31])=[O:4]. Procedure: Chloroacetyl chloride (5 eq) was added to a sealed tube containing dimethyl 13-cyclohexyl-6,7-dihydro-5H-indolo[1,2-d][1,4]benzodiazepine-6,10-dicarboxylate (1 eq.). The mixture was heated at 40° C. overnight. The mixture was allowed to cool to RT before being diluted with EtOAc and washed with saturated aqueous NaHCO3 and brine. The organic phase was dried over sodium sulfate, filtered and evaporated in vacuo to afford the title compound (quant.). MS (ES+) m/z 509 (M+H)+. Reactants: O=C1C=C2CC[C@H]3[C@@H]4CC[C@@H]([C@@]4(C)CC[C@@H]3[C@]2(CC1)C)CO (3-oxo-17β-(hydroxymethyl)-4-androstene), N1C=NC=C1 (imidazole), ice water, [Si](C)(C)(C(C)(C)C)Cl (t-butyldimethylsilyl chloride). Solvent: CN(C)C=O (DMF). Run at time 2.5 hour. Yields the product O=C1C=C2CC[C@H]3[C@@H]4CC[C@@H]([C@@]4(C)CC[C@@H]3[C@]2(CC1)C)CO[Si](C)(C)C(C)(C)C (3-oxo-17β-(t-butyldimethylsilyloxymethyl)-4-androstene). Yield: 81.1%. As a reaction SMILES: [O:1]=[C:2]1[CH2:19][CH2:18][C@@:17]2([CH3:20])[C:4]([CH2:5][CH2:6][C@@H:7]3[C@@H:16]2[CH2:15][CH2:14][C@@:12]2([CH3:13])[C@H:8]3[CH2:9][CH2:10][C@@H:11]2[CH2:21][OH:22])=[CH:3]1.N1C=CN=C1.[Si:28](Cl)([C:31]([CH3:34])([CH3:33])[CH3:32])([CH3:30])[CH3:29]>CN(C=O)C>[O:1]=[C:2]1[CH2:19][CH2:18][C@@:17]2([CH3:20])[C:4]([CH2:5][CH2:6][C@@H:7]3[C@@H:16]2[CH2:15][CH2:14][C@@:12]2([CH3:13])[C@H:8]3[CH2:9][CH2:10][C@@H:11]2[CH2:21][O:22][Si:28]([C:31]([CH3:34])([CH3:33])[CH3:32])([CH3:30])[CH3:29])=[CH:3]1. Procedure: To a solution of 3-oxo-17β-(hydroxymethyl)-4-androstene (15 g, 0.05 mol) in 200 ml DMF was added 5.8 g (0.085 mol) imidazole followed by 9.7 g (0.065 mol) t-butyldimethylsilyl chloride. The reaction mixture was stirred at room temperature under argon, for 2.5 hours. The reaction mixture was then poured into 250 ml ice water and washed 3 times with ethyl acetate. The combined organic layers were washed twice with cold 5% hydrochloric acid and once each with saturated sodium bicarbonate solution a...